Dataset: the Open Reaction Database (ORD), a public repository of structured organic reaction records. Task: describe an organic reaction: reactants, conditions, products, and yield As a reaction SMILES: [CH2:32]([Cl:33])[Cl:34].[Cl:1][c:2]1[cH:3][c:4]2[c:5]([cH:19][cH:20]1)[C:6](=[O:18])[CH2:7][CH2:8][N:9]=[C:10]2[c:11]1[c:12]([F:17])[cH:13][cH:14][cH:15][cH:16]1.[Cl:21][c:22]1[cH:23][cH:24][cH:25][c:26]([C:27]([O:28][OH:30])=[O:29])[cH:31]1>>[Cl:1][c:2]1[cH:3][c:4]2[c:5]([cH:19][cH:20]1)[C:6](=[O:18])[CH2:7][CH2:8][N+:9]([O-:29])=[C:10]2[c:11]1[c:12]([F:17])[cH:13][cH:14][cH:15][cH:16]1. The reactants are ClCCl, O=C1CCN=C(c2ccccc2F)c2cc(Cl)ccc21, O=C(OO)c1cccc(Cl)c1. The product is O=C1CC[N+]([O-])=C(c2ccccc2F)c2cc(Cl)ccc21. Reactants: [Al](O)(O)O (Al(OH)3), C(CCCCC(=O)O)(=O)O (adipic acid). Run in O (water). Yields the product C(CCCCC(=O)[O-])(=O)[O-].[OH-].[Al+3] (aluminium monohydroxide adipate). RXN SMILES: [Al:1](O)(O)[OH:2].[C:5]([OH:14])(=[O:13])[CH2:6][CH2:7][CH2:8][CH2:9][C:10]([OH:12])=[O:11]>O>[C:5]([O-:14])(=[O:13])[CH2:6][CH2:7][CH2:8][CH2:9][C:10]([O-:12])=[O:11].[OH-:2].[Al+3:1] |f:3.4.5|. Procedure details: 31.2 g of Al(OH)3 (hydrargillite, 0.4 mol), 116.9 g (0.8 mol) of adipic acid and 300 g of water are initially introduced into a 750 ml sulfonation flask, provided with a reflux condenser, a thermometer and a stirrer, and the mixture is refluxed for 24 hours. After the reaction has ended, the reaction mixture is filtered and the product is washed several times with isopropanol. The product is then dried for 12 hours at 130° C. in a vacuum cabinet. 39.3 g of acicular, crystalline, colourless alumi... Reactants: COc1ccc(CN)cc1, COC(=O)c1cc(Cl)cnc1Cl, CO. The product is COC(=O)c1cc(Cl)cnc1NCc1ccc(OC)cc1. As a reaction SMILES: [CH3:13][O:14][c:15]1[cH:16][cH:17][c:18]([CH2:19][NH2:20])[cH:21][cH:22]1.[CH3:1][O:2][C:3]([c:4]1[c:5]([Cl:11])[n:6][cH:7][c:8]([Cl:10])[cH:9]1)=[O:12].[CH3:23][OH:24]>>[CH3:1][O:2][C:3]([c:4]1[c:5]([NH:20][CH2:19][c:18]2[cH:17][cH:16][c:15]([O:14][CH3:13])[cH:22][cH:21]2)[n:6][cH:7][c:8]([Cl:10])[cH:9]1)=[O:12]. Starting materials: C, CO, [Pd], CC(=O)NCC=C1CCc2ccc3ncoc3c21. Product: CC(=O)NCCC1CCc2ccc3ncoc3c21. RXN SMILES: [C:21].[CH3:19][OH:20].[Pd:22].[o:1]1[cH:2][n:3][c:4]2[c:5]1[c:6]1[c:10]([cH:11][cH:12]2)[CH2:9][CH2:8][C:7]1=[CH:13][CH2:14][NH:15][C:16]([CH3:17])=[O:18]>>[o:1]1[cH:2][n:3][c:4]2[c:5]1[c:6]1[c:10]([cH:11][cH:12]2)[CH2:9][CH2:8][CH:7]1[CH2:13][CH2:14][NH:15][C:16]([CH3:17])=[O:18]. Starting materials: CI, [Cl-], O=Cc1cc(Cl)c(Cl)c(Cl)c1, Cl, [Mg], [NH4+]. Product: CC(O)c1cc(Cl)c(Cl)c(Cl)c1. Reaction SMILES: [CH3:2][I:3].[Cl-:15].[Cl:4][c:5]1[cH:6][c:7]([CH:8]=[O:9])[cH:10][c:11]([Cl:14])[c:12]1[Cl:13].[ClH:17].[Mg:1].[NH4+:16]>>[CH3:2][CH:8]([c:7]1[cH:6][c:5]([Cl:4])[c:12]([Cl:13])[c:11]([Cl:14])[cH:10]1)[OH:9].